From a dataset of the Open Reaction Database (ORD), a public repository of structured organic reaction records. describe an organic reaction: reactants, conditions, products, and yield Reactants: N1CCCCC1 (piperidine), FCCN(C1=CC(=C(C=O)C=C1)O)C (4-[(2-Fluoro-ethyl)-methyl-amino]-2-hydroxy-benzaldehyde), COC(CC=1SC2=C(N1)C=CC=C2)=O (benzothiazol-2-yl-acetic acid methyl ester). The solvent is C1=CC=CC=C1 (benzene), C(C)#N (acetonitrile). Yields the product S1C(=NC2=C1C=CC=C2)C=2C(OC1=CC(=CC=C1C2)N(C)CCF)=O (3-Benzothiazol-2-yl-7-[(2-fluoro-ethyl)-methyl-amino]-chromen-2-one). Yield: 47.8%. RXN SMILES: [F:1][CH2:2][CH2:3][N:4]([CH3:14])[C:5]1[CH:12]=[CH:11][C:8]([CH:9]=O)=[C:7]([OH:13])[CH:6]=1.C[O:16][C:17](=O)[CH2:18][C:19]1[S:20][C:21]2[CH:27]=[CH:26][CH:25]=[CH:24][C:22]=2[N:23]=1.N1CCCCC1>C(#N)C.C1C=CC=CC=1>[S:20]1[C:21]2[CH:27]=[CH:26][CH:25]=[CH:24][C:22]=2[N:23]=[C:19]1[C:18]1[C:17](=[O:16])[O:13][C:7]2[C:8]([CH:9]=1)=[CH:11][CH:12]=[C:5]([N:4]([CH2:3][CH2:2][F:1])[CH3:14])[CH:6]=2. Procedure details: 130 mg (ca. 0.65 mmol) crude 4-[(2-Fluoro-ethyl)-methyl-amino]-2-hydroxy-benzaldehyde and 202 mg (1.5 eq.) benzothiazol-2-yl-acetic acid methyl ester are dissolved in 3 mL acetonitrile and 6 mL benzene, treated with 0.14 mL (2 eq.) piperidine and heated to reflux for 45 minutes. After cooling to room temperature, the crude product is extracted with AcOEt/isopropanol 9:1 and saline, dried over sodium sulfate and evaporated. The crude product is dissolved in 20 mL methanol, and slowly concentrated... Reactants: N[C@H]([C@H](O)C=1C=CC(=C(C1)NS(=O)(=O)C)O)C (N-(5-((1R,2S)-2-Amino-1-hydroxypropyl)-2-hydroxyphenyl)methanesulfonamide), COC=1C=C(C=O)C=C(C1)OC (3,5-dimethoxybenzaldehyde). The solvent is CO (methanol). Reaction conditions: time 2 hour. The product is COC=1C=C(CN[C@H]([C@H](O)C=2C=CC(=C(C2)NS(=O)(=O)C)O)C)C=C(C1)OC (N-(5-((1R,2S)-2-(3,5-Dimethoxybenzylamino)-1-hydroxypropyl)-2-hydroxyphenyl)methanesulfonamide). Isolated yield 57.7%. As a reaction SMILES: [NH2:1][C@@H:2]([CH3:17])[C@@H:3]([C:5]1[CH:6]=[CH:7][C:8]([OH:16])=[C:9]([NH:11][S:12]([CH3:15])(=[O:14])=[O:13])[CH:10]=1)[OH:4].[CH3:18][O:19][C:20]1[CH:21]=[C:22]([CH:25]=[C:26]([O:28][CH3:29])[CH:27]=1)[CH:23]=O>CO>[CH3:29][O:28][C:26]1[CH:25]=[C:22]([CH:21]=[C:20]([O:19][CH3:18])[CH:27]=1)[CH2:23][NH:1][C@@H:2]([CH3:17])[C@@H:3]([C:5]1[CH:6]=[CH:7][C:8]([OH:16])=[C:9]([NH:11][S:12]([CH3:15])(=[O:14])=[O:13])[CH:10]=1)[OH:4]. Procedure details: Borane-pyridine complex (445 μL, 4.18 mmol) was added to a methanol solution (10 mL) of an amine (3) (363 mg, 1.39 mmol) and 3,5-dimethoxybenzaldehyde (301 mg, 1.81 mmol), and the mixture was stirred for two hours. The reaction mixture was allowed to cool to room temperature and extracted after addition of water with a mixed solvent (ethyl acetate: methanol=10:1), and the organic layer was washed with saturated aqueous sodium chloride solution. The organic layer was dried and concentrated, and t...